This data is from the Open Reaction Database (ORD), a public repository of structured organic reaction records. The task is: describe an organic reaction: reactants, conditions, products, and yield Reactants: CCCCC[Zn+], CC(C)CC[Zn+], [Cl-], [Cl-], Fc1ccc(C2CCC(CCC3CC[SiH](Cl)CC3)CC2)cc1F, Fc1ccc(C2CCC(CCC3CC[SiH](Cl)CC3)CC2)cc1. The product is CC(C)CC[SiH]1CCC(CCC2CCC(c3ccc(F)c(F)c3)CC2)CC1. RXN SMILES: [CH2:54]([Zn+:55])[CH2:56][CH2:57][CH2:58][CH3:59].[CH3:25][CH:26]([CH2:27][CH2:28][Zn+:29])[CH3:30].[Cl-:24].[Cl-:53].[Cl:1][SiH:2]1[CH2:3][CH2:4][CH:5]([CH2:8][CH2:9][CH:10]2[CH2:11][CH2:12][CH:13]([c:16]3[cH:17][c:18]([F:23])[c:19]([F:22])[cH:20][cH:21]3)[CH2:14][CH2:15]2)[CH2:6][CH2:7]1.[Cl:31][SiH:32]1[CH2:33][CH2:34][CH:35]([CH2:36][CH2:37][CH:38]2[CH2:39][CH2:40][CH:41]([c:42]3[cH:43][cH:44][c:45]([F:46])[cH:47][cH:48]3)[CH2:49][CH2:50]2)[CH2:51][CH2:52]1>>[SiH:2]1([CH2:28][CH2:27][CH:26]([CH3:25])[CH3:30])[CH2:3][CH2:4][CH:5]([CH2:8][CH2:9][CH:10]2[CH2:11][CH2:12][CH:13]([c:16]3[cH:17][c:18]([F:23])[c:19]([F:22])[cH:20][cH:21]3)[CH2:14][CH2:15]2)[CH2:6][CH2:7]1. Yield: 38.0%. Starting materials: CC1=CC=C(O1)C(=O)N (5-methyl-2-furancarboxamide), ClCC(=O)CCl (1,3-dichloroacetone). Product: ClCC=1N=C(OC1)C=1OC(=CC1)C (4-chloromethyl-2-(5-methyl-2-furyl)oxazole). Reported procedure: In substantially the same manner as in Reference Example 47, 5-methyl-2-furancarboxamide was allowed to react with 1,3-dichloroacetone to give 4-chloromethyl-2-(5-methyl-2-furyl)oxazole. The yield was 38%. Recrystallization from diethyl ether-hexane gave. Colorless needles, mp 93-94° C. As a reaction SMILES: [CH3:1][C:2]1[O:6][C:5]([C:7]([NH2:9])=[O:8])=[CH:4][CH:3]=1.[Cl:10][CH2:11][C:12]([CH2:14]Cl)=O>>[Cl:10][CH2:11][C:12]1[N:9]=[C:7]([C:5]2[O:6][C:2]([CH3:1])=[CH:3][CH:4]=2)[O:8][CH:14]=1. The reactants are C(C)(=O)C1CNC(=C2C1NC=1C=NC3=CC(=CC=C3C12)Cl)C (8-acetyl-3-chloro-11-methyl-7,8,9,10-tetrahydro-pyrido[3',4':4,5]pyrrolo[2,3-c]quinoline), Cl (hydrochloric acid). Product: ClC1=CC=C2C3=C(C=NC2=C1)NC1C3=C(NCC1)C (3-Chloro-11-methyl-7,8,9,10-tetrahydro-pyrido[3',4':4,5]pyrrolo[2,3-c]quinoline). Yield: 72.6%. Reaction SMILES: C([CH:4]1[CH:9]2[NH:10][C:11]3[CH:12]=[N:13][C:14]4[C:19]([C:20]=3[C:8]2=[C:7]([CH3:22])[NH:6][CH2:5]1)=[CH:18][CH:17]=[C:16]([Cl:21])[CH:15]=4)(=O)C.Cl>>[Cl:21][C:16]1[CH:15]=[C:14]2[C:19]([C:20]3[C:8]4=[C:7]([CH3:22])[NH:6][CH2:5][CH2:4][CH:9]4[NH:10][C:11]=3[CH:12]=[N:13]2)=[CH:18][CH:17]=1. Procedure details: A mixture prepared from 17.5 g of 8-acetyl-3-chloro-11-methyl-7,8,9,10-tetrahydro-pyrido[3',4':4,5]pyrrolo[2,3-c]quinoline and 125 ml of concentrated hydrochloric acid was refluxed for one hour. The product precipitated as hydrochloride salt and it was recovered by filtration. The salt was suspended in water and the mixture was basified with 50% sodium hydroxide solution. The resultant solid was recovered by filtration and recrystallized from isopropanol to give 11 g of crystalline solid with a ...